The task is: describe an organic reaction: reactants, conditions, products, and yield. This data is from the Open Reaction Database (ORD), a public repository of structured organic reaction records. Reactants: C1=C(C=CC2=CC=CC=C12)O (2-naphthol), [Cl-].C(C1=CC=CC=C1)=[N+](C)C (benzylidene-dimethyl-ammonium chloride), ClC1=C(C(=O)Cl)C=CC=C1 (2-chlorobenzoyl chloride). Product: CN(C)C(C1=C(C=CC2=CC=CC=C12)OC(C1=C(C=CC=C1)Cl)=O)C1=CC=CC=C1 (2-Chlorobenzoic acid 1-(dimethylaminophenylmethyl)-naphthalen-2-yl ester). Reaction SMILES: [CH:1]1[C:10]2[C:5](=[CH:6][CH:7]=[CH:8][CH:9]=2)[CH:4]=[CH:3][C:2]=1[OH:11].[Cl-].[CH:13](=[N+:20]([CH3:22])[CH3:21])[C:14]1[CH:19]=[CH:18][CH:17]=[CH:16][CH:15]=1.[Cl:23][C:24]1[CH:32]=[CH:31][CH:30]=[CH:29][C:25]=1[C:26](Cl)=[O:27]>>[CH3:21][N:20]([CH:13]([C:14]1[CH:19]=[CH:18][CH:17]=[CH:16][CH:15]=1)[C:1]1[C:10]2[C:5](=[CH:6][CH:7]=[CH:8][CH:9]=2)[CH:4]=[CH:3][C:2]=1[O:11][C:26](=[O:27])[C:25]1[CH:29]=[CH:30][CH:31]=[CH:32][C:24]=1[Cl:23])[CH3:22] |f:1.2|. Procedure: The preparation was carried out in accordance with general synthesis instructions 4 and 6 from 2-naphthol, benzylidene-dimethyl-ammonium chloride and 2-chlorobenzoyl chloride. Product: Cl.Cl.NC1=C(C=C(O)C(=C1)N)O (4,6-diaminoresorcinol dihydrochloride). Reaction conditions: temperature 55 celsius, time 3.5 minute. The reactants are COC=1C(=CC(=C(C1)O)[N+](=O)[O-])[N+](=O)[O-] (5-methoxy-2,4-dinitrophenol), Cl (HCl). The solvent is O (water). Procedure details: A 500 mL, 3-necked, round-bottomed flask is charged with 150 mL of water, 21.4 g (0.1 mole) of 5-methoxy-2,4-dinitrophenol and 1.0 g of 10% palladium on carbon catalyst. The reaction is stirred under a nitrogen atmosphere for 3 to 4 minutes. The stirred reaction mixture is heated to 55° C. and hydrogen gas is sparged below the surface of the reaction mixture. After 10 minutes, 19.8 g (0.2 mole) of concentrated HCl is added through the condenser while hydrogenation is continued for 4 hours. The c... Isolated yield 92.5%. RXN SMILES: C[O:2][C:3]1[C:4]([N+:13]([O-])=O)=[CH:5][C:6]([N+:10]([O-])=O)=[C:7]([OH:9])[CH:8]=1.[ClH:16]>[Pd].O>[ClH:16].[ClH:16].[NH2:10][C:6]1[CH:5]=[C:4]([NH2:13])[C:3]([OH:2])=[CH:8][C:7]=1[OH:9] |f:4.5.6|. The reagents and catalysts are [Pd] (palladium on carbon). The reactants are C(O)CN (ethanolamine), C1(=CC=CC=C1)C(C)Br (1-phenylethyl bromide). Run at temperature 120 celsius, time 3 hour. The product is C(CC1=CC=CC=C1)NCCO (2-Phenethylamino-ethanol). Isolated yield 56.0%. Reaction SMILES: [CH2:1]([CH2:3][NH2:4])[OH:2].[C:5]1([CH:11](Br)[CH3:12])[CH:10]=[CH:9][CH:8]=[CH:7][CH:6]=1>>[CH2:12]([NH:4][CH2:3][CH2:1][OH:2])[CH2:11][C:5]1[CH:10]=[CH:9][CH:8]=[CH:7][CH:6]=1. Procedure: A mixture of ethanolamine (10 g, 0.162 mol) and 1-phenylethyl bromide (5 g, 0.027 mol) was stirred at 120° C. for 3 h. The reaction mixture was partitioned between water and dichloromethane. Organic layer was washed with water and brine, dried over sodium sulfate and concentrated. The residue was purified by column chromatography over silica gel using 3% methanol in dichloromethane to afford (2.5 g) of desired product as a solid.